From a dataset of the Open Reaction Database (ORD), a public repository of structured organic reaction records. describe an organic reaction: reactants, conditions, products, and yield As a reaction SMILES: [Cl:48][CH2:49][Cl:50].[F:1][c:2]1[c:3]([N:9]2[C:10](=[O:35])[NH:11][CH2:12][c:13]3[c:14]2[n:15][c:16]([S:32]([CH3:33])=[O:34])[n:17][c:18]3-[c:19]2[cH:20][c:21]([C:22](=[O:23])[NH:24][CH:25]([CH3:26])[CH3:27])[cH:28][cH:29][c:30]2[CH3:31])[c:4]([F:8])[cH:5][cH:6][cH:7]1.[N:36]1([CH:42]2[CH2:43][CH2:44][NH:45][CH2:46][CH2:47]2)[CH2:37][CH2:38][CH2:39][CH2:40][CH2:41]1>>[F:1][c:2]1[c:3]([N:9]2[C:10](=[O:35])[NH:11][CH2:12][c:13]3[c:14]2[n:15][c:16]([N:45]2[CH2:44][CH2:43][CH:42]([N:36]4[CH2:37][CH2:38][CH2:39][CH2:40][CH2:41]4)[CH2:47][CH2:46]2)[n:17][c:18]3-[c:19]2[cH:20][c:21]([C:22](=[O:23])[NH:24][CH:25]([CH3:26])[CH3:27])[cH:28][cH:29][c:30]2[CH3:31])[c:4]([F:8])[cH:5][cH:6][cH:7]1. The product is Cc1ccc(C(=O)NC(C)C)cc1-c1nc(N2CCC(N3CCCCC3)CC2)nc2c1CNC(=O)N2c1c(F)cccc1F. Starting materials: ClCCl, Cc1ccc(C(=O)NC(C)C)cc1-c1nc(S(C)=O)nc2c1CNC(=O)N2c1c(F)cccc1F, C1CCN(C2CCNCC2)CC1.